From a dataset of the Open Reaction Database (ORD), a public repository of structured organic reaction records. describe an organic reaction: reactants, conditions, products, and yield Yield: 72.4%. RXN SMILES: [O:1]=[C:2]([C:11]1[CH:16]=[CH:15][CH:14]=[CH:13][N:12]=1)[CH2:3][O:4][CH:5]1[CH2:10][CH2:9][CH2:8][CH2:7][O:6]1.[BH4-].[Na+]>CO>[N:12]1[CH:13]=[CH:14][CH:15]=[CH:16][C:11]=1[CH:2]([OH:1])[CH2:3][O:4][CH:5]1[CH2:10][CH2:9][CH2:8][CH2:7][O:6]1 |f:1.2|. The product is N1=C(C=CC=C1)C(COC1OCCCC1)O ((±)-1-pyridin-2-yl-2-(tetrahydro-2H-pyran-2-yloxy)-ethanol). Run at time 2.5 hour. Procedure details: To a stirred solution of 2-oxo-2-pyridin-2-yl-O-(tetrahydro-2H-pyran-2-yl)ethanol (1.15 g, 0.00520 mol) in methanol at 0° C. is added sodium borohydride (0.195 g, 0.00515 mol) in portions. The reaction is stirred for 2.5 hours and rotary evaporated to dryness. The residue is dissolved in ethyl ether, washed with brine (3×), dried (Na2SO4), and rotary evaporated. The residue is purified by chromatography on silica gel (50 g, 230-400 mesh), eluting with hexanes-ethyl acetate (1:1) to give 0.84 g o... The reactants are O=C(COC1OCCCC1)C1=NC=CC=C1 (2-oxo-2-pyridin-2-yl-O-(tetrahydro-2H-pyran-2-yl)ethanol), [BH4-].[Na+] (sodium borohydride). The solvent is CO (methanol). Run at temperature 0 celsius, time 10 minute. Reported procedure: A solution of methylester 1200-F (840 mg) in 30 mL of a 2:1 mixture of THF/water was cooled to 0° C. and treated with lithium hydroxide monohydrate (2.5 eq, 166 mg). The mixture was stirred for 10 min and the cooling bath was removed. The reaction was stirred at room temp until all starting material had been consumed as determined by TLC (acetone/hexanes; 3:7). After 2 h, the mixture was treated with aqueous 1M HCl (aprox 50 mL) turning the mixture acidic (pH 2). The mixture was extracted with d... Reaction SMILES: C[O:2][C:3]([CH:5]1[N:10]([C:11](=[O:34])[CH:12]([NH:17][C:18]([NH:20][C:21]2([CH2:27][S:28](=[O:33])(=[O:32])[N:29]([CH3:31])[CH3:30])[CH2:26][CH2:25][CH2:24][CH2:23][CH2:22]2)=[O:19])[C:13]([CH3:16])([CH3:15])[CH3:14])[CH2:9][CH:8]2[CH:6]1[C:7]2([CH3:36])[CH3:35])=[O:4].O.[OH-].[Li+]>C1COCC1.O>[CH3:31][N:29]([CH3:30])[S:28]([CH2:27][C:21]1([NH:20][C:18](=[O:19])[NH:17][CH:12]([C:13]([CH3:16])([CH3:15])[CH3:14])[C:11]([N:10]2[CH2:9][CH:8]3[CH:6]([C:7]3([CH3:36])[CH3:35])[CH:5]2[C:3]([OH:4])=[O:2])=[O:34])[CH2:26][CH2:25][CH2:24][CH2:23][CH2:22]1)(=[O:33])=[O:32] |f:1.2.3,4.5|. Run in C1CCOC1.O (THF water). Reactants: COC(=O)C1C2C(C2CN1C(C(C(C)(C)C)NC(=O)NC1(CCCCC1)CS(N(C)C)(=O)=O)=O)(C)C (3-{2-[3-(1-Dimethylsulfamoylmethyl-cyclohexyl)-ureido]-3,3-dimethyl-butyryl}-6,6-dimethyl-3-aza-bicyclo[3.1.0]hexane-2-carboxylic acid methyl ester), O.[OH-].[Li+] (lithium hydroxide monohydrate). Yields the product CN(S(=O)(=O)CC1(CCCCC1)NC(NC(C(=O)N1C(C2C(C2C1)(C)C)C(=O)O)C(C)(C)C)=O)C (3-{2-[3-(1-Dimethylsulfamoylmethyl-cyclohexyl)-ureido]-3,3-dimethyl-butyryl}-6,6-dimethyl-3-aza-bicyclo[3.1.0]hexane-2-carboxylic acid). The reactants are BrC=1C=C(C(=NC1)F)F (5-bromo-2,3-difluoropyridine), [NH4+].[Cl-] (NH4Cl), C1(CC1)C#N (cyclopropanecarbonitrile), C[Si](C)(C)[N-][Si](C)(C)C.[K+] (Potassium bis(trimethylsilyl)amide). Run in C1(=CC=CC=C1)C (toluene). Conditions: temperature -5 celsius, time 1 hour. Yields the product BrC=1C=C(C(=NC1)C1(CC1)C#N)F (1-(5-bromo-3-fluoropyridin-2-yl)cyclopropanecarbonitrile). RXN SMILES: [Br:1][C:2]1[CH:3]=[C:4]([F:9])[C:5](F)=[N:6][CH:7]=1.[CH:10]1([C:13]#[N:14])[CH2:12][CH2:11]1.C[Si]([N-][Si](C)(C)C)(C)C.[K+].[NH4+].[Cl-]>C1(C)C=CC=CC=1>[Br:1][C:2]1[CH:3]=[C:4]([F:9])[C:5]([C:10]2([C:13]#[N:14])[CH2:12][CH2:11]2)=[N:6][CH:7]=1 |f:2.3,4.5|. Reported procedure: Under an atmosphere of argon, 5-bromo-2,3-difluoropyridine (5 g, 25.8 mmol, Eq: 1.00) and cyclopropanecarbonitrile (1.78 g, 2.00 ml, 25.8 mmol, Eq: 1.00) were combined with toluene (50.0 ml) to give a colorless solution. The reaction mixture was cooled to −5° C. Potassium bis(trimethylsilyl)amide (0.5 M, 51.6 ml, 25.8 mmol, Eq: 1.00) was added dropwise at −5° C. The reaction mixture was stirred 1 hr at −5° C., and over the weekend at RT. The reaction mixture was then poured into NH4Cl solution (... The reactants are CN[C@@H](C(=O)N([C@H](CC1=CC=CC=C1)C(NCC(F)(F)F)=O)C)CC1=CC2=CC=CC=C2C=C1 ((2R)-2-methylamino-N-methyl-3-(2-naphthyl)-N-((1R)-2-phenyl-1-((2,2,2-trifluoroethyl)carbamoyl)ethyl)propionamide), C(C)N(C(C)C)C(C)C (Ethyidiisopropylamine), C(C)(C)(C)OC(=O)NC(C/C=C/C(=O)O)(C)C ((2E)-5-(tert-Butoxycarbonylamino)-5-methylhex-2-enoic acid), ON1N=NC2=C1N=CC=C2 (1-hydroxy-7-azabenzotriazole), Cl.CN(CCCN=C=NCC)C (N-(3-Dimethylaminopropyl)-N′-ethylcarbodiimide hydrochloride). Solvent: ClCCl (dichloromethane), ClCCl (dichloromethane), CN(C=O)C (N,N-dimethylformamide), C(C)(=O)OCC (ethyl acetate). Reaction conditions: temperature 0 celsius, time 15 minute. The product is C(C)(C)(C)OC(NC(C\C=C\C(N([C@H](CC1=CC2=CC=CC=C2C=C1)C(N([C@H](CC1=CC=CC=C1)C(NCC(F)(F)F)=O)C)=O)C)=O)(C)C)=O (((3E)-4(N-methyl-N-((1R)-1-(N-methyl-N-((1R)-2-phenyl-1-((2,2,2-trifluoroethyl)carbamoyl)ethyl)carbamoyl)-2-(2-naphthyl)ethyl)carbamoyl)-1,1-dimethylbut-3-enyl)carbamic acid tert-butyl ester). Yield: 93.0%. Reaction SMILES: [C:1]([O:5][C:6]([NH:8][C:9]([CH3:17])([CH3:16])[CH2:10]/[CH:11]=[CH:12]/[C:13]([OH:15])=O)=[O:7])([CH3:4])([CH3:3])[CH3:2].ON1C2N=CC=CC=2N=N1.Cl.CN(C)CCCN=C=NCC.[CH3:40][NH:41][C@H:42]([CH2:63][C:64]1[CH:73]=[CH:72][C:71]2[C:66](=[CH:67][CH:68]=[CH:69][CH:70]=2)[CH:65]=1)[C:43]([N:45]([CH3:62])[C@@H:46]([C:54](=[O:61])[NH:55][CH2:56][C:57]([F:60])([F:59])[F:58])[CH2:47][C:48]1[CH:53]=[CH:52][CH:51]=[CH:50][CH:49]=1)=[O:44].C(N(C(C)C)C(C)C)C>CN(C)C=O.ClCCl.C(OCC)(=O)C>[C:1]([O:5][C:6](=[O:7])[NH:8][C:9]([CH3:17])([CH3:16])[CH2:10]/[CH:11]=[CH:12]/[C:13](=[O:15])[N:41]([CH3:40])[C@@H:42]([C:43](=[O:44])[N:45]([CH3:62])[C@@H:46]([C:54](=[O:61])[NH:55][CH2:56][C:57]([F:58])([F:59])[F:60])[CH2:47][C:48]1[CH:49]=[CH:50][CH:51]=[CH:52][CH:53]=1)[CH2:63][C:64]1[CH:73]=[CH:72][C:71]2[C:66](=[CH:67][CH:68]=[CH:69][CH:70]=2)[CH:65]=1)([CH3:2])([CH3:3])[CH3:4] |f:2.3|. Procedure: (2E)-5-(tert-Butoxycarbonylamino)-5-methylhex-2-enoic acid (168 mg, 0.69 mmol) and 1-hydroxy-7-azabenzotriazole (94 mg, 0.69 mmol) were dissolved in N,N-dimethylformamide (3 ml) and dichloromethane (3 ml). The solution was cooled to 0° C. N-(3-Dimethylaminopropyl)-N′-ethylcarbodiimide hydrochloride (132 mg, 0.69 mmol) was added. The reaction mixture was stirred for 15 min at 0° C. A solution of (2R)-2-methylamino-N-methyl-3-(2-naphthyl)-N-((1R)-2-phenyl-1-((2,2,2-trifluoroethyl)carbamoyl)ethyl)p... The reactants are BrCCOc1cccc(-c2noc3ccsc23)c1, O=C([O-])[O-], Cc1ccc(CN)cc1, CC#N, [K+], [K+]. Yields the product Cc1ccc(CNCCOc2cccc(-c3noc4ccsc34)c2)cc1. Reaction SMILES: [Br:1][CH2:2][CH2:3][O:4][c:5]1[cH:6][c:7](-[c:11]2[n:12][o:13][c:14]3[c:15]2[s:16][cH:17][cH:18]3)[cH:8][cH:9][cH:10]1.[C:19](=[O:20])([O-:21])[O-:22].[CH3:25][c:26]1[cH:27][cH:28][c:29]([CH2:30][NH2:31])[cH:32][cH:33]1.[CH3:34][C:35]#[N:36].[K+:23].[K+:24]>>[CH2:2]([CH2:3][O:4][c:5]1[cH:6][c:7](-[c:11]2[n:12][o:13][c:14]3[c:15]2[s:16][cH:17][cH:18]3)[cH:8][cH:9][cH:10]1)[NH:31][CH2:30][c:29]1[cH:28][cH:27][c:26]([CH3:25])[cH:33][cH:32]1. As a reaction SMILES: N1C=CC=CC=1.[C:7]([Cl:10])(Cl)=[O:8].ClCCCl.[CH:15]([NH:18][S:19]([Cl:22])(=[O:21])=[O:20])([CH3:17])[CH3:16]>O>[Cl:10][C:7]([N:18]([CH:15]([CH3:17])[CH3:16])[S:19]([Cl:22])(=[O:21])=[O:20])=[O:8]. Solvent: O (water). The product is ClC(=O)N(S(=O)(=O)Cl)C(C)C (N-chlorocarbonyl-N-isopropylsulfamic acid chloride). The reactants are 400, C(=O)(Cl)Cl (phosgene), ClCCCl (1,2-dichloroethane), N1=CC=CC=C1 (pyridine), C(C)(C)NS(=O)(=O)Cl (isopropylsulfamic acid chloride). Run at temperature 22 celsius, time 1 hour. Procedure: 316.4 parts of pyridine are introduced at -10° C., whilst stirring, into a solution of 400 parts of phosgene in 2,500 parts of 1,2-dichloroethane. 630.4 parts of isopropylsulfamic acid chloride are then added at the same temperature and the reaction mixture is stirred for one hour at 22° C. Thereafter, the mixture is stirred for 8 minutes with 700 parts of water at 6° C. and pH 1. The organic phase is then separated off from the 2-phase mixture formed, and is filtered and subjected to fractional... The yield is 87.0%. Starting materials: O=Cc1ccc(Br)cc1[N+](=O)[O-], O=C([O-])[O-], CCO, Cc1ccccc1, O=C(c1ccc(B(O)O)cc1)N1CCCC1, [Na+], [Na+], c1ccc(P(c2ccccc2)(c2ccccc2)[Pd](P(c2ccccc2)(c2ccccc2)c2ccccc2)(P(c2ccccc2)(c2ccccc2)c2ccccc2)P(c2ccccc2)(c2ccccc2)c2ccccc2)cc1. The product is O=Cc1ccc(-c2ccc(C(=O)N3CCCC3)cc2)cc1[N+](=O)[O-]. Reaction SMILES: [Br:1][c:2]1[cH:3][c:4]([N+:10](=[O:11])[O-:12])[c:5]([CH:6]=[O:7])[cH:8][cH:9]1.[C:32](=[O:33])([O-:34])[O-:35].[CH3:29][CH2:30][OH:31].[CH3:38][c:39]1[cH:40][cH:41][cH:42][cH:43][cH:44]1.[N:13]1([C:18](=[O:19])[c:20]2[cH:21][cH:22][c:23]([B:26]([OH:27])[OH:28])[cH:24][cH:25]2)[CH2:14][CH2:15][CH2:16][CH2:17]1.[Na+:36].[Na+:37].[cH:45]1[cH:46][cH:47][c:48]([P:49]([Pd:50]([P:51]([c:52]2[cH:53][cH:54][cH:55][cH:56][cH:57]2)([c:58]2[cH:59][cH:60][cH:61][cH:62][cH:63]2)[c:64]2[cH:65][cH:66][cH:67][cH:68][cH:69]2)([P:70]([c:71]2[cH:72][cH:73][cH:74][cH:75][cH:76]2)([c:77]2[cH:78][cH:79][cH:80][cH:81][cH:82]2)[c:83]2[cH:84][cH:85][cH:86][cH:87][cH:88]2)[P:89]([c:90]2[cH:91][cH:92][cH:93][cH:94][cH:95]2)([c:96]2[cH:97][cH:98][cH:99][cH:100][cH:101]2)[c:102]2[cH:103][cH:104][cH:105][cH:106][cH:107]2)([c:108]2[cH:109][cH:110][cH:111][cH:112][cH:113]2)[c:114]2[cH:115][cH:116][cH:117][cH:118][cH:119]2)[cH:120][cH:121]1>>[c:2]1(-[c:23]2[cH:22][cH:21][c:20]([C:18]([N:13]3[CH2:14][CH2:15][CH2:16][CH2:17]3)=[O:19])[cH:25][cH:24]2)[cH:3][c:4]([N+:10](=[O:11])[O-:12])[c:5]([CH:6]=[O:7])[cH:8][cH:9]1. Starting materials: COC(CNC1C(CC2=CC=CC=C12)(C)C)=O (N-(2,2-dimethyl-indan-1-yl)glycine methyl ester), C(C)(=O)OC(C)=O (acetic anhydride). Solvent: C(=O)O (formic acid). Run at time 18.5 hour. Product: COC(CN(C1C(CC2=CC=CC=C12)(C)C)C=O)=O (N-formyl-N-(2,2-dimethyl-indan-1-yl)glycine methyl ester). As a reaction SMILES: [CH3:1][O:2][C:3](=[O:17])[CH2:4][NH:5][CH:6]1[C:14]2[C:9](=[CH:10][CH:11]=[CH:12][CH:13]=2)[CH2:8][C:7]1([CH3:16])[CH3:15].[C:18](OC(=O)C)(=[O:20])C>C(O)=O>[CH3:1][O:2][C:3](=[O:17])[CH2:4][N:5]([CH:18]=[O:20])[CH:6]1[C:14]2[C:9](=[CH:10][CH:11]=[CH:12][CH:13]=2)[CH2:8][C:7]1([CH3:15])[CH3:16]. Reported procedure: 936 g of N-(2,2-dimethyl-indan-1-yl)glycine methyl ester are added dropwise with cooling to 5° C. to 1817 ml of formic acid. Additionally 664 ml of acetic anhydride are added, and the mixture is kept at room temperature for 18.5 hours. Destillation under vacuum affords 1015 g of N-formyl-N-(2,2-dimethyl-indan-1-yl)glycine methyl ester. The reactants are CCO, COc1cc2c(c3c1OC(C)(C)C3)C(c1ccc(=O)[nH]c1)=NC(C)(C)C2, CN(C)C=O, CCO, NC(=O)CCl, Cl, [H-], [Na+], [Na+], [OH-], O. Product: COc1cc2c(c3c1OC(C)(C)C3)C(c1ccc(=O)n(CC(N)=O)c1)=NC(C)(C)C2, Cl. Reaction SMILES: [CH2:36]([OH:37])[CH3:38].[CH3:1][O:2][c:3]1[cH:4][c:5]2[c:10]([c:11]3[c:12]1[O:13][C:14]([CH3:16])([CH3:17])[CH2:15]3)[C:9]([c:18]1[cH:19][cH:20][c:21](=[O:24])[nH:22][cH:23]1)=[N:8][C:7]([CH3:25])([CH3:26])[CH2:6]2.[CH3:40][N:41]([CH3:42])[CH:43]=[O:44].[CH3:45][CH2:46][OH:47].[Cl:29][CH2:30][C:31](=[O:32])[NH2:33].[ClH:39].[H-:27].[Na+:28].[Na+:35].[OH-:34].[OH2:48]>>[CH3:1][O:2][c:3]1[cH:4][c:5]2[c:10]([c:11]3[c:12]1[O:13][C:14]([CH3:16])([CH3:17])[CH2:15]3)[C:9]([c:18]1[cH:19][cH:20][c:21](=[O:24])[n:22]([CH2:30][C:31](=[O:32])[NH2:33])[cH:23]1)=[N:8][C:7]([CH3:25])([CH3:26])[CH2:6]2.[ClH:29]. Reactants: [BH4-].[Na+] (sodium borohydride), FC=1C=CC(=C(C1)CCN=CC1=CC=C(C(=O)OC)C=C1)OC (methyl 4-({[2-(5-fluoro-2-methoxyphenyl)ethyl]imino}-methyl)benzoate), O (water). Solvent: CO (methanol). Reaction conditions: time 2 hour. The product is FC=1C=CC(=C(C1)CCNCC1=CC=C(C(=O)OC)C=C1)OC (Methyl 4-({[2-(5-fluoro-2-methoxyphenyl)ethyl]amino}methyl)benzoate). Reaction SMILES: [F:1][C:2]1[CH:3]=[CH:4][C:5]([O:22][CH3:23])=[C:6]([CH2:8][CH2:9][N:10]=[CH:11][C:12]2[CH:21]=[CH:20][C:15]([C:16]([O:18][CH3:19])=[O:17])=[CH:14][CH:13]=2)[CH:7]=1.[BH4-].[Na+].O>CO>[F:1][C:2]1[CH:3]=[CH:4][C:5]([O:22][CH3:23])=[C:6]([CH2:8][CH2:9][NH:10][CH2:11][C:12]2[CH:13]=[CH:14][C:15]([C:16]([O:18][CH3:19])=[O:17])=[CH:20][CH:21]=2)[CH:7]=1 |f:1.2|. Procedure: 5.30 g (16.8 mmol) of methyl 4-({[2-(5-fluoro-2-methoxyphenyl)ethyl]imino}-methyl)benzoate are dissolved in 48.4 ml of methanol, and 1.27 g (33.6 mmol) of sodium borohydride are added. The solution is stirred at RT for 2 hours, and water is then added and the solution is extracted with ethyl acetate. The organic phase is dried over magnesium sulphate, filtered and concentrated under reduced pressure. The residue is taken up in ethyl acetate and extracted with diluted HCl. The aqueous phase is ma...